Dataset: the Open Reaction Database (ORD), a public repository of structured organic reaction records. Task: describe an organic reaction: reactants, conditions, products, and yield Reactants: Cl.CC1(CC(CCC1)N)C ((3,3-dimethylcyclohexyl)amine hydrochloride), C(C)(C)N(C(C)C)CC (N,N-diisopropylethylamine), ClC(=O)OCC1=CC=CC=C1 (benzyl chloroformate). The solvent is C(C)#N (acetonitrile), C(C)#N (acetonitrile). Conditions: time 8 hour. The product is CC1(CC(CCC1)NC(OCC1=CC=CC=C1)=O)C (rac-phenylmethyl (3,3-dimethylcyclohexyl)carbamate). RXN SMILES: Cl.[CH3:2][C:3]1([CH3:10])[CH2:8][CH2:7][CH2:6][CH:5]([NH2:9])[CH2:4]1.C(N(CC)C(C)C)(C)C.Cl[C:21]([O:23][CH2:24][C:25]1[CH:30]=[CH:29][CH:28]=[CH:27][CH:26]=1)=[O:22]>C(#N)C>[CH3:2][C:3]1([CH3:10])[CH2:8][CH2:7][CH2:6][CH:5]([NH:9][C:21](=[O:22])[O:23][CH2:24][C:25]2[CH:30]=[CH:29][CH:28]=[CH:27][CH:26]=2)[CH2:4]1 |f:0.1|. Reported procedure: To a solution of (3,3-dimethylcyclohexyl)amine hydrochloride (10.0 g, 0.060 mol) and N,N-diisopropylethylamine (15.8 g, 0.12 mol) in acetonitrile (125 mL) at ice bath temperature was added a solution of benzyl chloroformate (11.4 g, 0.067 mol) in acetonitrile (25 mL), dropwise. The mixture was stirred overnight, gradually warming to ambient temperature, and concentrated in vacuo. The residue was partitioned between ethyl acetate/5% citric acid solution and the layers were separated. The organic ... The reactants are [Si](C)(C)(C(C)(C)C)OC[C@H](C(=O)NNC(C1=CC=C(C=C1)C#N)=O)NC1=C(C(=C(C=C1)C#N)Cl)C ((R)—N′-(3-(tert-butyldimethylsilyloxy)-2-(3-chloro-4-cyano-2-methylphenylamino)propanoyl)-4-cyanobenzohydrazide), CCCC[N+](CCCC)(CCCC)CCCC.[F-] (TBAF). Solvent: C1CCOC1 (THF). The product is ClC1=C(C#N)C=CC(=C1C)N[C@H](CO)C=1OC(=NN1)C1=CC=C(C=C1)C#N ((R)-2-Chloro-4-(1-(5-(4-cyanophenyl)-1,3,4-oxadiazol-2-yl)-2-hydroxyethylamino)-3-methylbenzonitrile). RXN SMILES: [Si]([O:8][CH2:9][C@@H:10]([NH:25][C:26]1[CH:31]=[CH:30][C:29]([C:32]#[N:33])=[C:28]([Cl:34])[C:27]=1[CH3:35])[C:11]([NH:13][NH:14][C:15](=O)[C:16]1[CH:21]=[CH:20][C:19]([C:22]#[N:23])=[CH:18][CH:17]=1)=[O:12])(C(C)(C)C)(C)C.CCCC[N+](CCCC)(CCCC)CCCC.[F-]>C1COCC1>[Cl:34][C:28]1[C:27]([CH3:35])=[C:26]([NH:25][C@@H:10]([C:11]2[O:12][C:15]([C:16]3[CH:17]=[CH:18][C:19]([C:22]#[N:23])=[CH:20][CH:21]=3)=[N:14][N:13]=2)[CH2:9][OH:8])[CH:31]=[CH:30][C:29]=1[C:32]#[N:33] |f:1.2|. Procedure: To a pre-cooled (−78° C.) solution of (R)—N′-(3-(tert-butyldimethylsilyloxy)-2-(3-chloro-4-cyano-2-methylphenylamino)propanoyl)-4-cyanobenzohydrazide (0.810 g, 1.64 mmol) in THF (160 mL) was added TBAF (1.64 mL, 1.64 mmol, 1 M solution in THF) dropwise over 10 min. Upon complete addition, the reaction mixture was concentrated under reduced pressure. The resulting residue was taken up in EtOAc (100 mL) and washed with H2O (80 mL). The biphasic mixture was separated and the aqueous layer extracted...